describe an organic reaction: reactants, conditions, products, and yield From a dataset of the Open Reaction Database (ORD), a public repository of structured organic reaction records. Reactants: 22.4, CC(C)([O-])C.[K+] (potassium tert-butoxide), Cl.C1(CCCCC1)SCCN (2-(cyclohexylthio)ethylamine hydrochloride), BrC(C(=O)O)C (2-bromopropionic acid). The solvent is C(C)(C)(C)O (tert-butanol). Yields the product C1(CCCCC1)SCCN[C@@H](C)C(=O)O (N-[2-(cyclohexylthio)ethyl] alanine). As a reaction SMILES: CC(C)([O-])C.[K+].Cl.[CH:8]1([S:14][CH2:15][CH2:16][NH2:17])[CH2:13][CH2:12][CH2:11][CH2:10][CH2:9]1.Br[CH:19]([CH3:23])[C:20]([OH:22])=[O:21]>C(O)(C)(C)C>[CH:8]1([S:14][CH2:15][CH2:16][NH:17][C@H:19]([C:20]([OH:22])=[O:21])[CH3:23])[CH2:13][CH2:12][CH2:11][CH2:10][CH2:9]1 |f:0.1,2.3|. Reported procedure: To a stirred solution of 22.4 parts potassium tert-butoxide in 400 parts by volume of tert-butanol, under a nitrogen atmosphere, is added successively 19.62 parts of 2-(cyclohexylthio)ethylamine hydrochloride and 15.3 parts of 2-bromopropionic acid. The mixture is refluxed for 3 hours, then dried under reduced pressure. The material remaining is dissolved in 200 parts of water containing 10 parts of sodium hydroxide and extracted with ether. The aqueous solution is cooled in an ice bath and acid... The reactants are COC(CCC(=O)CCl)=O (5-chlorolevulinic acid methyl ester), C(C)OC(CC(C(=O)CCl)Cl)=O (3,5-dichlorolevulinic acid ethyl ester), COC(CCC(=O)C)=O (levulinic acid methyl ester). Yields the product C(CCC(=O)C)(=O)O (levulinic acid), COC(CCC(=O)C)=O (levulinic acid methyl ester). RXN SMILES: C[O:2][C:3](=[O:10])[CH2:4][CH2:5][C:6]([CH2:8]Cl)=[O:7].[CH2:11]([O:13][C:14](=[O:22])[CH2:15][CH:16](Cl)[C:17]([CH2:19]Cl)=[O:18])C.COC(=O)CCC(C)=O>>[C:3]([OH:10])(=[O:2])[CH2:4][CH2:5][C:6]([CH3:8])=[O:7].[CH3:11][O:13][C:14](=[O:22])[CH2:15][CH2:16][C:17]([CH3:19])=[O:18]. Procedure details: Preparation of 5-chlorolevulinic acid methyl ester from a mixture of 3-chloro-, 5-chloro-, 3,5-dichlorolevulinic acid ethyl ester and levulinic acid methyl ester consisting of the same product ratio, which is obtained by the bromination of both levulinic acid and levulinic acid methyl ester according to the Examples 1 and 2. Product: Clc1nc2cc(Br)ccc2n2c(-c3ccccc3)nnc12. As a reaction SMILES: [Br:1][c:2]1[cH:3][c:4]2[nH:5][c:6](=[O:21])[c:7]3[n:8]([c:9]2[cH:10][cH:11]1)[c:12](-[c:15]1[cH:16][cH:17][cH:18][cH:19][cH:20]1)[n:13][n:14]3.[O:27]=[CH:28][N:29]([CH3:30])[CH3:31].[P:22]([Cl:23])([Cl:24])([Cl:25])=[O:26]>>[Br:1][c:2]1[cH:3][c:4]2[n:5][c:6]([Cl:24])[c:7]3[n:8]([c:9]2[cH:10][cH:11]1)[c:12](-[c:15]1[cH:16][cH:17][cH:18][cH:19][cH:20]1)[n:13][n:14]3. Starting materials: O=c1[nH]c2cc(Br)ccc2n2c(-c3ccccc3)nnc12, CN(C)C=O, O=P(Cl)(Cl)Cl.